This data is from the Open Reaction Database (ORD), a public repository of structured organic reaction records. The task is: describe an organic reaction: reactants, conditions, products, and yield The reactants are C1(=CC=CC=C1)[C@@H]([C@@H](N)C1=CC=CC=C1)N ((S,S)-1,2-diphenylethylenediamine), crude product, C(=O)C(C(=O)C1=C(C=C(C=C1C)C)C)C(C)=O (2-formyl-(2,4,6-trimethylphenyl)-1,3-dioxobutane). The solvent is C(C)O (ethanol), ClCCl.CCOCC.CCCCCC (dichloromethane ether hexane), C(C)O (ethanol). Run at time 2 hour. Product: O=C(C(C=N[C@H]([C@@H](N=CC(C(C)=O)C(C1=C(C=C(C=C1C)C)C)=O)C1=CC=CC=C1)C1=CC=CC=C1)C(C1=C(C=C(C=C1C)C)C)=O)C (N,N'-bis[3-oxo-2-(2,4,6-trimethylbenzoyl)butylidene]-(1S,2S)-1,2-diphenylethylenediamine). The yield is 71.0%. As a reaction SMILES: [C:1]1([C@H:7]([NH2:16])[C@H:8]([C:10]2[CH:15]=[CH:14][CH:13]=[CH:12][CH:11]=2)[NH2:9])[CH:6]=[CH:5][CH:4]=[CH:3][CH:2]=1.[CH:17]([CH:19]([C:31](=[O:33])[CH3:32])[C:20]([C:22]1[C:27]([CH3:28])=[CH:26][C:25]([CH3:29])=[CH:24][C:23]=1[CH3:30])=[O:21])=O>C(O)C.ClCCl.CCOCC.CCCCCC>[O:33]=[C:31]([CH3:32])[CH:19]([C:20](=[O:21])[C:22]1[C:27]([CH3:28])=[CH:26][C:25]([CH3:29])=[CH:24][C:23]=1[CH3:30])[CH:17]=[N:16][C@@H:7]([C:1]1[CH:2]=[CH:3][CH:4]=[CH:5][CH:6]=1)[C@H:8]([C:10]1[CH:15]=[CH:14][CH:13]=[CH:12][CH:11]=1)[N:9]=[CH:17][CH:19]([C:20](=[O:21])[C:22]1[C:27]([CH3:28])=[CH:26][C:25]([CH3:29])=[CH:24][C:23]=1[CH3:30])[C:31](=[O:33])[CH3:32] |f:3.4.5|. Procedure: In 70 ml of ethanol was dissolved 1.06 g (5 mmol) of (S,S)-1,2-diphenylethylenediamine. In a nitrogen atmosphere and at room temperature, 30 ml of an ethanol solution containing 2.32 g (10.5 mmol) of 2-formyl-(2,4,6-trimethylphenyl)-1,3-dioxobutane was added to the solution, which was stirred for 2 hours at room temperature. The reaction mixture was then heated to 50° C. and reaction took place in 2 hours. After the completion of reaction, the solvent was distilled off in vacuum, obtaining a cru...